Dataset: the Open Reaction Database (ORD), a public repository of structured organic reaction records. Task: describe an organic reaction: reactants, conditions, products, and yield Starting materials: ClC=1N=C(C2=C(N1)C(CC2)(O)C2=CC=CC=C2)N(C)C (2-chloro-4-(dimethylamino)-7-phenyl-6,7-dihydro-5H-cyclopenta[d]pyrimidin-7-ol), Cl (HCl). The solvent is CC(C)O (i-PrOH), CCOCC (ether). Run at temperature 80 celsius. Product: ClC=1N=C(C2=C(N1)C(=CC2)C2=CC=CC=C2)N(C)C (2-chloro-N,N-dimethyl-7-phenyl-5H-cyclopenta[d]pyrimidin-4-amine). Isolated yield 62.7%. RXN SMILES: [Cl:1][C:2]1[N:3]=[C:4]([N:18]([CH3:20])[CH3:19])[C:5]2[CH2:10][CH2:9][C:8]([C:12]3[CH:17]=[CH:16][CH:15]=[CH:14][CH:13]=3)(O)[C:6]=2[N:7]=1.Cl>CC(O)C.CCOCC>[Cl:1][C:2]1[N:3]=[C:4]([N:18]([CH3:20])[CH3:19])[C:5]2[CH2:10][CH:9]=[C:8]([C:12]3[CH:13]=[CH:14][CH:15]=[CH:16][CH:17]=3)[C:6]=2[N:7]=1. Procedure: To a solution of 2-chloro-4-(dimethylamino)-7-phenyl-6,7-dihydro-5H-cyclopenta[d]pyrimidin-7-ol (85 mg) in i-PrOH (5 mL) was added HCl in ether (1M solution), and the reaction mixture was heated at 80° C. from 3 h. The solution was cloudy and turned to clear yellow solution by the end of the reaction. The solvents were removed, and the reaction mixture was worked up with EtOAc and saturated NaHCO3 to give the title compound as a brownish solid (50 mg). LC-MS (M−H2O+H)+=272.07. Starting materials: C1=C(C(=CC(=C1Cl)Cl)N)N (4,5-dichlorophenylene-1,2-diamine), O.O.C(C(=O)O)(=O)O (oxalic acid dihydrate), O (H2O). Run in Cl (HCl). Run at temperature 125 celsius, time 2.5 hour. The product is ClC1=CC2=NC(C(N=C2C=C1Cl)=O)=O (6,7-dichloroquinoxaline-2,3-dione). The yield is 93982360.0%. RXN SMILES: [CH:1]1[C:6]([Cl:7])=[C:5]([Cl:8])[CH:4]=[C:3]([NH2:9])[C:2]=1[NH2:10].O.O.[C:13](O)(=[O:17])[C:14](O)=[O:15].O>Cl>[Cl:7][C:6]1[C:5]([Cl:8])=[CH:4][C:3]2[C:2](=[N:10][C:13](=[O:17])[C:14](=[O:15])[N:9]=2)[CH:1]=1 |f:1.2.3|. Procedure: A suspension of 2.655 g (15.0 mmol) of 4,5-dichlorophenylene-1,2-diamine and 1.986 g (15.75 nmol) oxalic acid dihydrate (Fisher Scientific Co., used as received) in 22.5 mL of 2N aq. HCl was refluxed with stirring at 125° C. (bath temperature) for 2.5 h, (during the first 5 min heating, the suspension almost turned into a solution, then began to form a precipitate). The reaction mixture was allowed to cool to 22° C., and H2O (50 mL) was added. The precipitate was collected on a Hirsh funnel by v... Reactants: IC1=C(C=CC=C1)S(=O)(=O)[O-].[Na+] (sodium 2-iodobenzenesulfonate), OOS(=O)[O-].[K+] (Oxone), S(=O)(=O)([O-])[O-].[Na+].[Na+] (sodium sulfate), C\C(=C/CO)\CCC=C(C)C ((E)-3,7-dimethylocta-2,6-dien-1-ol). The solvent is [N+](=O)([O-])C (nitromethane). Reaction conditions: temperature 70 celsius, time 2 hour. Product: C\C(=C/C=O)\CCC=C(C)C ((E)-3,7-dimethylocta-2,6-dienal). As a reaction SMILES: IC1C=CC=CC=1S([O-])(=O)=O.[Na+].OOS([O-])=O.[K+].S([O-])([O-])(=O)=O.[Na+].[Na+].[CH3:26]/[C:27](/[CH2:31][CH2:32][CH:33]=[C:34]([CH3:36])[CH3:35])=[CH:28]\[CH2:29][OH:30]>[N+](C)([O-])=O>[CH3:26]/[C:27](/[CH2:31][CH2:32][CH:33]=[C:34]([CH3:36])[CH3:35])=[CH:28]\[CH:29]=[O:30] |f:0.1,2.3,4.5.6|. Procedure: 6.1 mg (0.02 mmol) of sodium 2-iodobenzenesulfonate prepared by Preparation Example 4, 0.37 g (0.6 mmol) of powdered Oxone (registered trademark), 0.5 g (3.5 mmol) of anhydrous sodium sulfate and 154 mg (1 mmol) of (E)-3,7-dimethylocta-2,6-dien-1-ol were added to 5 ml of nitromethane, and the mixture was heated at 70° C. while being stirred under a nitrogen for two hours. The later treatment was carried out in the same way as in Example 1, and then (E)-3,7-dimethylocta-2,6-dienal was obtained. T...